Task: describe an organic reaction: reactants, conditions, products, and yield. Dataset: the Open Reaction Database (ORD), a public repository of structured organic reaction records Reactants: [O-]CC.[Na+] (sodium ethoxide), C(C)OC(=O)[C@H]1[C@H](CCC1)N(CCC(C)C)C(CC1=NS(C2=C(N1)C=CC(=C2)NS(=O)(=O)C)(=O)=O)=O ((1R,2S)-2-[[2-(7-Methanesulfonylamino-1,1-dioxo-1,4-dihydro-1λ6-benzo[1,2,4]thiadiazin-3-yl)-acetyl]-(3-methyl-butyl)-amino]-cyclopentanecarboxylic acid ethyl ester), Cl (hydrochloric acid). The solvent is C(C)O (ethanol), C(C)O (ethanol). Reaction conditions: temperature 60 celsius, time 2 hour. The product is OC1=C(C(N([C@H]2CCC[C@@H]12)CCC(C)C)=O)C1=NS(C2=C(N1)C=CC(=C2)NS(=O)(=O)C)(=O)=O ((4aR,7aS)-N-{3-[4-hydroxy-1-(3-methyl-butyl)-2-oxo-2,4a,5,6,7,7a-hexahydro-1H-[1]pyrindin-3-yl]-1,1-dioxo-1,4-dihydro-1λ6-benzo[1,2,4]thiadiazin-7-yl}-methanesulfonamide). The yield is 36.3%. Reaction SMILES: C([O:3][C:4]([C@@H:6]1[CH2:10][CH2:9][CH2:8][C@@H:7]1[N:11]([C:17](=[O:36])[CH2:18][C:19]1[NH:24][C:23]2[CH:25]=[CH:26][C:27]([NH:29][S:30]([CH3:33])(=[O:32])=[O:31])=[CH:28][C:22]=2[S:21](=[O:35])(=[O:34])[N:20]=1)[CH2:12][CH2:13][CH:14]([CH3:16])[CH3:15])=O)C.[O-]CC.[Na+].Cl>C(O)C>[OH:3][C:4]1[C@H:6]2[C@H:7]([CH2:8][CH2:9][CH2:10]2)[N:11]([CH2:12][CH2:13][CH:14]([CH3:15])[CH3:16])[C:17](=[O:36])[C:18]=1[C:19]1[NH:24][C:23]2[CH:25]=[CH:26][C:27]([NH:29][S:30]([CH3:33])(=[O:32])=[O:31])=[CH:28][C:22]=2[S:21](=[O:35])(=[O:34])[N:20]=1 |f:1.2|. Procedure: (1R,2S)-2-[[2-(7-Methanesulfonylamino-1,1-dioxo-1,4-dihydro-1λ6-benzo[1,2,4]thiadiazin-3-yl)-acetyl]-(3-methyl-butyl)-amino]-cyclopentanecarboxylic acid ethyl ester (0.3 mmol) was dissolved in ethanol (3 mL), a 21% w/w solution of sodium ethoxide in ethanol (0.56 mL, 1.5 mmol) was added into the above solution. The mixture was stirred at 60° C. for 2 h and allowed to cool to 25° C. The mixture was poured into 0.5 M aqueous hydrochloric acid solution (50 mL). The aqueous layer was extracted with ... The reactants are glass, O(C1=CC=CC=C1)C1=CC=C(OC2=C3C(=NC=C2)C=C(O3)C=3C=C(N)C=CC3)C=C1 (3-[7-(4-phenoxyphenoxy)furo[3,2-b]pyridin-2-yl]aniline), N1=CC=CC=C1 (pyridine), C(CC)(=O)Cl (propanoyl chloride), ice. Solvent: O (Water). Conditions: temperature 0 celsius, time 5 minute. Yields the product O(C1=CC=CC=C1)C1=CC=C(OC2=C3C(=NC=C2)C=C(O3)C=3C=C(C=CC3)NC(CC)=O)C=C1 (N-{3-[7-(4-Phenoxyphenoxy)furo[3,2-b]pyridin-2-yl]phenyl}propanamide). Yield: 77.7%. RXN SMILES: [O:1]([C:8]1[CH:30]=[CH:29][C:11]([O:12][C:13]2[CH:18]=[CH:17][N:16]=[C:15]3[CH:19]=[C:20]([C:22]4[CH:23]=[C:24]([CH:26]=[CH:27][CH:28]=4)[NH2:25])[O:21][C:14]=23)=[CH:10][CH:9]=1)[C:2]1[CH:7]=[CH:6][CH:5]=[CH:4][CH:3]=1.N1C=CC=CC=1.[C:37](Cl)(=[O:40])[CH2:38][CH3:39]>O>[O:1]([C:8]1[CH:30]=[CH:29][C:11]([O:12][C:13]2[CH:18]=[CH:17][N:16]=[C:15]3[CH:19]=[C:20]([C:22]4[CH:23]=[C:24]([NH:25][C:37](=[O:40])[CH2:38][CH3:39])[CH:26]=[CH:27][CH:28]=4)[O:21][C:14]=23)=[CH:10][CH:9]=1)[C:2]1[CH:3]=[CH:4][CH:5]=[CH:6][CH:7]=1. Reported procedure: To a 20-mL glass vial was added 3-[7-(4-phenoxyphenoxy)furo[3,2-b]pyridin-2-yl]aniline (30.00 mg; 0.08 mmol) and pyridine (1.00 ml). The resulting mixture was cooled to 0° C. and stirred for 5 minutes. Then propanoyl chloride (0.01 ml; 0.08 mmol) was added. The ice bath was left to melt. The reaction mixture was stirred at room temperature overnight. Water was added to the mixture which was then extracted with EtOAc. The combined organic layers were dried over Na2SO4, filtered and concentrated. ... Reactants: O=C([O-])O, Cc1ccc2oc(C(O)C3CCCCC3)c(C)c2c1, [Na+], O=S(Cl)Cl, Cc1ccccc1, c1ccncc1. Product: Cc1ccc2oc(C(Cl)C3CCCCC3)c(C)c2c1. As a reaction SMILES: [C:24](=[O:25])([O-:26])[OH:27].[CH:1]1([CH:7]([OH:8])[c:9]2[o:10][c:11]3[c:12]([c:13]2[CH3:14])[cH:15][c:16]([CH3:19])[cH:17][cH:18]3)[CH2:2][CH2:3][CH2:4][CH2:5][CH2:6]1.[Na+:28].[S:20]([Cl:21])([Cl:22])=[O:23].[c:35]1([CH3:36])[cH:37][cH:38][cH:39][cH:40][cH:41]1.[n:29]1[cH:30][cH:31][cH:32][cH:33][cH:34]1>>[CH:1]1([CH:7]([c:9]2[o:10][c:11]3[c:12]([c:13]2[CH3:14])[cH:15][c:16]([CH3:19])[cH:17][cH:18]3)[Cl:22])[CH2:2][CH2:3][CH2:4][CH2:5][CH2:6]1. Starting materials: CC=1N(C2=CC=CC=C2C1)N (2-methyl-1H-indol-1-amine), Cl.ClC1=C(C=NC=C1)F (4-chloro-3-fluoropyridine hydrochloride). Run in CN1C(CCC1)=O (1-methyl-2-pyrrolidone). Product: FC=1C=NC=CC1NN1C(=CC2=CC=CC=C12)C (N-(3-Fluoro-4-pyridinyl)-2-methyl-1H-indol-1-amine). RXN SMILES: [CH3:1][C:2]1[N:3]([NH2:11])[C:4]2[C:9]([CH:10]=1)=[CH:8][CH:7]=[CH:6][CH:5]=2.Cl.Cl[C:14]1[CH:19]=[CH:18][N:17]=[CH:16][C:15]=1[F:20]>CN1CCCC1=O>[F:20][C:15]1[CH:16]=[N:17][CH:18]=[CH:19][C:14]=1[NH:11][N:3]1[C:4]2[C:9](=[CH:8][CH:7]=[CH:6][CH:5]=2)[CH:10]=[C:2]1[CH3:1] |f:1.2|. Procedure details: The title compound was prepared from 2-methyl-1H-indol-1-amine and 4-chloro-3-fluoropyridine hydrochloride in 1-methyl-2-pyrrolidone for 1 hour in substantially the same manner as in Example 1, m.p. 157°-158° C. The reactants are C(C1=CC=CC=C1)N1CC=C(CC1)C1=C(C=C(C=C1F)N1C(O[C@H](C1C)O)=O)F (3-(4-(1-Benzyl-1,2,5,6-tetrahydropyrid-4-yl)-3,5-difluorophenyl)-5(R)-hydroxy-methyloxazolidin-2-one), C(C)(=O)OC(C)=O (Acetic anhydride), C([O-])(O)=O.[Na+] (sodium bicarbonate), C(=O)=O (carbon dioxide). The reagents and catalysts are CN(C1=CC=NC=C1)C (4-dimethylaminopyridine). Run in C(C)N(CC)CC (triethylamine), ClCCl (dichloromethane). Reaction conditions: time 1 hour. The product is C(C1=CC=CC=C1)N1CC=C(CC1)C1=C(C=C(C=C1F)N1C(O[C@H](C1C)OC(C)=O)=O)F (3-(4-(1-Benzyl-1,2,5,6-tetrahydropyrid-4-yl)-3,5-difluorophenyl)-5(R)-acetoxy-methyloxazolidin-2-one). RXN SMILES: [CH2:1]([N:8]1[CH2:13][CH2:12][C:11]([C:14]2[C:19]([F:20])=[CH:18][C:17]([N:21]3[CH:25]([CH3:26])[C@H:24]([OH:27])[O:23][C:22]3=[O:28])=[CH:16][C:15]=2[F:29])=[CH:10][CH2:9]1)[C:2]1[CH:7]=[CH:6][CH:5]=[CH:4][CH:3]=1.[C:30](OC(=O)C)(=[O:32])[CH3:31].C(=O)(O)[O-].[Na+].C(=O)=O>ClCCl.CN(C)C1C=CN=CC=1.C(N(CC)CC)C>[CH2:1]([N:8]1[CH2:13][CH2:12][C:11]([C:14]2[C:15]([F:29])=[CH:16][C:17]([N:21]3[CH:25]([CH3:26])[C@H:24]([O:27][C:30](=[O:32])[CH3:31])[O:23][C:22]3=[O:28])=[CH:18][C:19]=2[F:20])=[CH:10][CH2:9]1)[C:2]1[CH:7]=[CH:6][CH:5]=[CH:4][CH:3]=1 |f:2.3|. Reported procedure: 3-(4-(1-Benzyl-1,2,5,6-tetrahydropyrid-4-yl)-3,5-difluorophenyl)-5(R)-hydroxy-methyloxazolidin-2-one (20 g, 50 mM, see WO 97-30995) was suspended by stirring in dry dichloromethane (400 ml) under nitrogen at 0°, and treated with triethylamine (5.5 g, 54.4 mM) and 4-dimethylaminopyridine (0.3 g, 2.7 mM). Acetic anhydride (5.3 g, 52 mM) was added dropwise to give a solution, which was stirred for 1 hour, allowing the temperature to rise to ambient. The mixture was shaken with 5% aqueous sodium bic...